This data is from the Open Reaction Database (ORD), a public repository of structured organic reaction records. The task is: describe an organic reaction: reactants, conditions, products, and yield Reactants: C(O)([O-])=O.[Na+] (sodium hydrogen carbonate), C1(=CC=C(C=C1)S(=O)(=O)Cl)C (p-Toluenesulfonyl chloride), ClC1=CC(=CC(=N1)C(=O)O)C (6-chloro-4-methylpyridine-2-carboxylic acid), N1=CC=CC=C1 (pyridine). Run in O (water), C(C)(C)(C)O (tert-butyl alcohol). Reaction conditions: time 22 hour. Yields the product ClC1=CC(=CC(=N1)C(=O)OC(C)(C)C)C (Tert-butyl 6-chloro-4-methylpyridine-2-carboxylate). Yield: 38.1%. As a reaction SMILES: [C:1]1([CH3:11])[CH:6]=CC(S(Cl)(=O)=O)=C[CH:2]=1.[Cl:12][C:13]1[N:18]=[C:17]([C:19]([OH:21])=[O:20])[CH:16]=[C:15]([CH3:22])[CH:14]=1.N1C=CC=CC=1.C(=O)([O-])O.[Na+]>C(O)(C)(C)C.O>[Cl:12][C:13]1[N:18]=[C:17]([C:19]([O:21][C:1]([CH3:11])([CH3:6])[CH3:2])=[O:20])[CH:16]=[C:15]([CH3:22])[CH:14]=1 |f:3.4|. Reported procedure: p-Toluenesulfonyl chloride (1.11 g, 5.83 mmol) was added to a solution of 6-chloro-4-methylpyridine-2-carboxylic acid (0.50 g, 27.6 mmol) as a known compound in tert-butyl alcohol (16.5 ml) and pyridine (2.4 ml) at room temperature, and the mixture thus obtained was then stirred at the same temperature as above for 22 hours. Thereafter, a solution of sodium hydrogen carbonate (1.22 g, 14.6 mmol) in water (33 ml) was added to the resulting solution, and the mixture thus obtained was then stirred....